This data is from the Open Reaction Database (ORD), a public repository of structured organic reaction records. The task is: describe an organic reaction: reactants, conditions, products, and yield Reactants: CCN(CC)C(=O)Cl, FC(F)C(F)(F)Sc1nc(-c2ccccc2)c(-c2ccccc2)[nH]1. Yields the product CCN(CC)C(=O)n1c(SC(F)(F)C(F)F)nc(-c2ccccc2)c1-c1ccccc1. Reaction SMILES: [CH2:25]([CH3:26])[N:27]([C:28](=[O:29])[Cl:30])[CH2:31][CH3:32].[c:1]1(-[c:7]2[n:8][c:9]([S:18][C:19]([CH:20]([F:21])[F:22])([F:23])[F:24])[nH:10][c:11]2-[c:12]2[cH:13][cH:14][cH:15][cH:16][cH:17]2)[cH:2][cH:3][cH:4][cH:5][cH:6]1>>[c:1]1(-[c:7]2[n:8][c:9]([S:18][C:19]([CH:20]([F:21])[F:22])([F:23])[F:24])[n:10]([C:28]([N:27]([CH2:25][CH3:26])[CH2:31][CH3:32])=[O:29])[c:11]2-[c:12]2[cH:13][cH:14][cH:15][cH:16][cH:17]2)[cH:2][cH:3][cH:4][cH:5][cH:6]1. The reactants are O=S1(CCCC=2N=C(N=C(C21)NC2=CC=C(C=C2)CC(=O)OCC)C2=CC=CC=C2)=O (ethyl 2-(4-((5,5-dioxido-2-phenyl-7,8-dihydro-6H-thiopyrano[3,2-d]pyrimidin-4-yl)amino)phenyl)acetate), [OH-].[Li+] (lithium hydroxide). Product: O=S1(CCCC=2N=C(N=C(C21)NC2=CC=C(C=C2)CC(=O)O)C2=CC=CC=C2)=O (2-(4-((5,5-dioxido-2-phenyl-7,8-dihydro-6H-thiopyrano[3,2-d]pyrimidin-4-yl)amino)phenyl)acetic acid). The yield is 86.7%. As a reaction SMILES: [O:1]=[S:2]1(=[O:31])[C:11]2[C:10]([NH:12][C:13]3[CH:18]=[CH:17][C:16]([CH2:19][C:20]([O:22]CC)=[O:21])=[CH:15][CH:14]=3)=[N:9][C:8]([C:25]3[CH:30]=[CH:29][CH:28]=[CH:27][CH:26]=3)=[N:7][C:6]=2[CH2:5][CH2:4][CH2:3]1.[OH-].[Li+]>>[O:31]=[S:2]1(=[O:1])[C:11]2[C:10]([NH:12][C:13]3[CH:14]=[CH:15][C:16]([CH2:19][C:20]([OH:22])=[O:21])=[CH:17][CH:18]=3)=[N:9][C:8]([C:25]3[CH:26]=[CH:27][CH:28]=[CH:29][CH:30]=3)=[N:7][C:6]=2[CH2:5][CH2:4][CH2:3]1 |f:1.2|. Procedure: Following general procedure D, ethyl 2-(4-((5,5-dioxido-2-phenyl-7,8-dihydro-6H-thiopyrano[3,2-d]pyrimidin-4-yl)amino)phenyl)acetate (0.80 g, 1.83 mmol) was reacted with lithium hydroxide (0.380 g, 9.15 mmol) to afford the desired product (0.650 g, 86%) as a light yellow solid. MW=409.46. 1H NMR (DMSO-d6, 500 MHz) δ 12.34 (s, 1H), 8.76 (s, 1H), 8.29-8.25 (m, 2H), 7.62 (d, J=8.5 Hz, 2H), 7.59-7.49 (m, 3H), 7.33 (d, J=8.5 Hz, 2H), 3.76-3.72 (m, 2H), 3.60 (s, 2H), 3.08 (t, J=6.5 Hz, 2H), 2.43-2.35 ... The reactants are C(C)(=O)NC1=CC=C(C=C1)C=1NC(C(C#N)=CC1)=O (6-(4-acetylaminophenyl)-1,2-dihydro-2-oxonicotinonitrile), [OH-].[K+] (potassium hydroxide), O (water), [OH-].[K+] (potassium hydroxide), Cl (hydrochloric acid). The product is NC1=CC=C(C=C1)C=1NC(C(C(=O)O)=CC1)=O (6-(4-Aminophenyl)-1,2-dihydro-2-oxonicotinic acid). As a reaction SMILES: C([NH:4][C:5]1[CH:10]=[CH:9][C:8]([C:11]2[NH:12][C:13](=[O:19])[C:14](=[CH:17][CH:18]=2)[C:15]#N)=[CH:7][CH:6]=1)(=O)C.[OH-:20].[K+].Cl.[OH2:23]>>[NH2:4][C:5]1[CH:10]=[CH:9][C:8]([C:11]2[NH:12][C:13](=[O:19])[C:14](=[CH:17][CH:18]=2)[C:15]([OH:23])=[O:20])=[CH:7][CH:6]=1 |f:1.2|. Procedure details: A suspension of 422 g (1.67 mol) of the above nitrile and 3650 ml of water containing 932 g of potassium hydroxide is heated at 105° for 40 hrs. The solution is cooled and acidified to pH 4.0 with 1360 ml of concentrated hydrochloric acid and 400 g of potassium hydroxide pellets are added with stirring. After filtration, the pH of the filtrate is adjusted to 4.5 with concentrated hyrochloric acid. The solid is filtered, suspended in 8 L of water and filtered. The solid is washed with mthanol and... Reactants: CC(C)Cc1cccc(C(C)Br)c1, O=C([O-])[O-], CN(C)C=O, [K+], [K+], COC(=O)c1cccc(O)c1. Product: COC(=O)c1cccc(C(C)c2cccc(CC(C)C)c2)c1. RXN SMILES: [Br:12][CH:13]([CH3:14])[c:15]1[cH:16][c:17]([CH2:21][CH:22]([CH3:23])[CH3:24])[cH:18][cH:19][cH:20]1.[C:25](=[O:26])([O-:27])[O-:28].[CH3:31][N:32]([CH3:33])[CH:34]=[O:35].[K+:29].[K+:30].[OH:1][c:2]1[cH:3][c:4]([C:5](=[O:6])[O:7][CH3:8])[cH:9][cH:10][cH:11]1>>[c:2]1([CH:13]([CH3:14])[c:15]2[cH:16][c:17]([CH2:21][CH:22]([CH3:23])[CH3:24])[cH:18][cH:19][cH:20]2)[cH:3][c:4]([C:5](=[O:6])[O:7][CH3:8])[cH:9][cH:10][cH:11]1. Reactants: CO (Methanol), C(C)OC(CCC1=CC=NC=C1C(=O)OC)=O (methyl 4-(3-ethoxy-3-oxopropyl)nicotinate), [H-].[Na+] (sodium hydride). Run in O1CCCC1 (tetrahydrofuran), O1CCCC1 (tetrahydrofuran). Run at time 30 minute. Product: C1=NC=CC2=C1C(CC2)=O (5,6-dihydro-7H-cyclopenta[c]pyridin-7-one). Yield: 58.4%. Reaction SMILES: C(OC(=O)[CH2:5][CH2:6][C:7]1[C:12]([C:13]([O:15]C)=O)=[CH:11][N:10]=[CH:9][CH:8]=1)C.[H-].[Na+].CO>O1CCCC1>[CH:11]1[C:12]2[C:13](=[O:15])[CH2:5][CH2:6][C:7]=2[CH:8]=[CH:9][N:10]=1 |f:1.2|. Procedure: A solution of methyl 4-(3-ethoxy-3-oxopropyl)nicotinate (4.80 g, 20.2 mmol) in tetrahydrofuran (100 mL) was added to a suspension of 60% sodium hydride (3.73 g, 93.3 mmol) in tetrahydrofuran (50 mL) at room temperature. Methanol (100 μL) was added to the mixture at room temperature, and the mixture was heated under reflux for 4 hr. After cooling to room temperature, the mixture was concentrated under reduced pressure. The residue was added to 12M hydrochloric acid (50 mL) at 0° C., and the mixtu... Product: [O-][Cl+3]([O-])([O-])[O-], Clc1c[nH]c(C=[N+]2CCCC2)c1. Reaction SMILES: [Cl+3:1]([O-:2])([O-:3])([O-:4])[O-:5].[Cl:22][CH:23]([Cl:24])[CH3:25].[S:17]([Cl:18])(=[O:19])([Cl:20])=[O:21].[nH:6]1[c:7]([CH:11]=[N+:12]2[CH2:13][CH2:14][CH2:15][CH2:16]2)[cH:8][cH:9][cH:10]1>>[Cl+3:1]([O-:2])([O-:3])([O-:4])[O-:5].[nH:6]1[c:7]([CH:11]=[N+:12]2[CH2:13][CH2:14][CH2:15][CH2:16]2)[cH:8][c:9]([Cl:20])[cH:10]1. Starting materials: [O-][Cl+3]([O-])([O-])[O-], CC(Cl)Cl, O=S(=O)(Cl)Cl, C(c1ccc[nH]1)=[N+]1CCCC1. Reactants: [BH3-]C#N, CC(C(=O)OCc1ccccc1)N1CCCCC(N)C1=O, CC(=O)[O-], CCO, Cl, [Na+], [Na+], CC(C)(C)OC(=O)C(=O)CCc1ccccc1. Product: CC(C(=O)OCc1ccccc1)N1CCCCC(NC(CCc2ccccc2)C(=O)OC(C)(C)C)C1=O. Reaction SMILES: [C:1]([BH3-:2])#[N:3].[CH2:23]([c:24]1[cH:25][cH:26][cH:27][cH:28][cH:29]1)[O:30][C:31](=[O:32])[CH:33]([CH3:34])[N:35]1[C:36](=[O:43])[CH:37]([NH2:42])[CH2:38][CH2:39][CH2:40][CH2:41]1.[CH3:45][C:46](=[O:47])[O-:48].[CH3:49][CH2:50][OH:51].[ClH:22].[Na+:44].[Na+:4].[O:5]=[C:6]([C:7](=[O:8])[O:9][C:10]([CH3:11])([CH3:12])[CH3:13])[CH2:14][CH2:15][c:16]1[cH:17][cH:18][cH:19][cH:20][cH:21]1>>[CH:6]([C:7](=[O:8])[O:9][C:10]([CH3:11])([CH3:12])[CH3:13])([CH2:14][CH2:15][c:16]1[cH:17][cH:18][cH:19][cH:20][cH:21]1)[NH:42][CH:37]1[C:36](=[O:43])[N:35]([CH:33]([C:31]([O:30][CH2:23][c:24]2[cH:25][cH:26][cH:27][cH:28][cH:29]2)=[O:32])[CH3:34])[CH2:41][CH2:40][CH2:39][CH2:38]1. Starting materials: CN(C1=CC=C(C=C1)C=1NC2=C(N1)C=CC(=C2)C(=O)[O-])C (2-(4-dimethylaminophenyl)benzimidazole-5-carboxylate), NC1=CC2=C(N=C(N2)NC2=CC(=CC=C2)OC)C=C1 (5-amino-2-(3-methoxyphenyl)aminobenzimidazole). The product is COC=1C=C(C=CC1)NC1=NC2=C(N1)C=CC(=C2)NC(=O)C2=CC1=C(NC(=N1)C1=CC=C(C=C1)N(C)C)C=C2 (N-(2-(3-Methoxyphenyl)amino-1H-benzimidazol-5-yl)-2-(4-dimethylaminophenyl)-1H-benzimidazole-5-carbamide). RXN SMILES: [CH3:1][N:2]([CH3:21])[C:3]1[CH:8]=[CH:7][C:6]([C:9]2[NH:10][C:11]3[CH:17]=[C:16]([C:18]([O-:20])=O)[CH:15]=[CH:14][C:12]=3[N:13]=2)=[CH:5][CH:4]=1.[NH2:22][C:23]1[CH:40]=[CH:39][C:26]2[N:27]=[C:28]([NH:30][C:31]3[CH:36]=[CH:35][CH:34]=[C:33]([O:37][CH3:38])[CH:32]=3)[NH:29][C:25]=2[CH:24]=1>>[CH3:38][O:37][C:33]1[CH:32]=[C:31]([NH:30][C:28]2[NH:27][C:26]3[CH:39]=[CH:40][C:23]([NH:22][C:18]([C:16]4[CH:15]=[CH:14][C:12]5[NH:13][C:9]([C:6]6[CH:5]=[CH:4][C:3]([N:2]([CH3:21])[CH3:1])=[CH:8][CH:7]=6)=[N:10][C:11]=5[CH:17]=4)=[O:20])=[CH:24][C:25]=3[N:29]=2)[CH:36]=[CH:35][CH:34]=1. Procedure details: Compound 439 was prepared from 2-(4-dimethylaminophenyl)benzimidazole-5-carboxylate and 5-amino-2-(3-methoxyphenyl)aminobenzimidazole by standard conditions. [M+H]+ calcd for C30H27N7O2: 518.22; found: 518.03. Starting materials: N([C@@H](C)C(=O)O)(C)C(=O)OC(C)(C)C (Boc-N-Me-Ala-OH), N(=[N+]=[N-])[C@H]1C[C@H](N(C1)C([C@H](C(C)(C)C)NC(=O)OC(C)(C)C)=O)C(=O)OC ((2S,4S)-methyl 4-azido-1-((S)-2-(tert-butoxycarbonylamino)-3,3-dimethylbutanoyl)pyrrolidine-2-carboxylate), FC(C(=O)O)(F)F (trifluoroacetic acid), FC(C(=O)O)(F)F (trifluoroacetic acid). Reaction SMILES: [N:1]([C@@H:4]1[CH2:8][N:7]([C:9](=[O:23])[C@@H:10]([NH:15][C:16](OC(C)(C)C)=[O:17])[C:11]([CH3:14])([CH3:13])[CH3:12])[C@H:6]([C:24]([O:26][CH3:27])=[O:25])[CH2:5]1)=[N+:2]=[N-:3].FC(F)(F)C(O)=O.[N:35]([C:42]([O:44][C:45]([CH3:48])([CH3:47])[CH3:46])=[O:43])([CH3:41])[C@H:36](C(O)=O)[CH3:37]>>[N:1]([C@@H:4]1[CH2:8][N:7]([C:9](=[O:23])[C@@H:10]([NH:15][C:16](=[O:17])[C@@H:36]([N:35]([C:42]([O:44][C:45]([CH3:46])([CH3:48])[CH3:47])=[O:43])[CH3:41])[CH3:37])[C:11]([CH3:12])([CH3:13])[CH3:14])[C@H:6]([C:24]([O:26][CH3:27])=[O:25])[CH2:5]1)=[N+:2]=[N-:3]. Procedure: The title compound of Example 1 was treated with trifluoroacetic acid using the general procedure A to deprotect the BOC group. The resulting trifluoroacetic acid salt was coupled to Boc-N-Me-Ala-OH using the general procedure D to prepare the title compound of Example 2. 1H NMR (CDCl3): consistent with proposed structure. The product is N(=[N+]=[N-])[C@H]1C[C@H](N(C1)C([C@H](C(C)(C)C)NC([C@H](C)N(C)C(=O)OC(C)(C)C)=O)=O)C(=O)OC ((2S,4S)-methyl 4-azido-1-((S)-2-((S)-2-(tert-butoxycarbonyl(methyl)amino)propanamido)-3,3-dimethylbutanoyl)pyrrolidine-2-carboxylate).